Task: describe an organic reaction: reactants, conditions, products, and yield. Dataset: the Open Reaction Database (ORD), a public repository of structured organic reaction records Starting materials: CO, Cl, CC(=O)OC(C)(C)C(=O)Nc1cc2c(cc1F)CC(=O)N2, [Na+], [OH-]. Product: CC(C)(O)C(=O)Nc1cc2c(cc1F)CC(=O)N2. Reaction SMILES: [CH3:25][OH:26].[ClH:24].[F:1][c:2]1[cH:3][c:4]2[c:8]([cH:9][c:10]1[NH:11][C:12](=[O:13])[C:14]([CH3:15])([CH3:16])[O:17][C:18](=[O:19])[CH3:20])[NH:7][C:6](=[O:21])[CH2:5]2.[Na+:23].[OH-:22]>>[F:1][c:2]1[cH:3][c:4]2[c:8]([cH:9][c:10]1[NH:11][C:12](=[O:13])[C:14]([CH3:15])([CH3:16])[OH:17])[NH:7][C:6](=[O:21])[CH2:5]2. Starting materials: 120, N (ammonia), FC1=CC=C(C=C1)CN1C(=NC2=C1C=CC=C2)NC2CCN(CC2)CCN=C=S (1-(4-fluorophenylmethyl)-N-[1-(2-isothiocyanatoethyl)-4-piperidinyl]-1H-benzimidazol-2-amine). Solvent: CO (methanol). Run at time 8 hour. Yields the product FC1=CC=C(C=C1)CN1C(=NC2=C1C=CC=C2)NC2CCN(CC2)CCNC(=S)N (N-[2-[4-[[1-[(4-fluorophenyl)methyl]-1H-benzimidazol-2-yl]amino]-1-piperidinyl]ethyl]thiourea). Yield: 26.0%. As a reaction SMILES: [NH3:1].[F:2][C:3]1[CH:8]=[CH:7][C:6]([CH2:9][N:10]2[C:14]3[CH:15]=[CH:16][CH:17]=[CH:18][C:13]=3[N:12]=[C:11]2[NH:19][CH:20]2[CH2:25][CH2:24][N:23]([CH2:26][CH2:27][N:28]=[C:29]=[S:30])[CH2:22][CH2:21]2)=[CH:5][CH:4]=1>CO>[F:2][C:3]1[CH:8]=[CH:7][C:6]([CH2:9][N:10]2[C:14]3[CH:15]=[CH:16][CH:17]=[CH:18][C:13]=3[N:12]=[C:11]2[NH:19][CH:20]2[CH2:21][CH2:22][N:23]([CH2:26][CH2:27][NH:28][C:29]([NH2:1])=[S:30])[CH2:24][CH2:25]2)=[CH:5][CH:4]=1. Procedure details: A mixture of 120 parts of methanol saturated with ammonia and 4.1 parts of 1-(4-fluorophenylmethyl)-N-[1-(2-isothiocyanatoethyl)-4-piperidinyl]-1H-benzimidazol-2-amine was stirred overnight at room temperature. The reaction mixture was evaporated and the residue was purified by column chromatography over silica gel using a mixture of trichloromethane and methanol (95:5 by volume), saturated with ammonia, as eluent. The pure fractions were collected and the eluent was evaporated. The residue was ...